This data is from the Open Reaction Database (ORD), a public repository of structured organic reaction records. The task is: describe an organic reaction: reactants, conditions, products, and yield Starting materials: C(CCC)(=O)C1=CNC2=C(C=CC=C2C1=O)N1C(C=2C(C1=O)=CC=CC2)=O (3-Butyryl-8-phthalimido-4(1H)quinolone), P(=O)(OCl)(Cl)Cl (phosphoryl oxychloride). Conditions: time 10 minute. The product is C(CCC)(=O)C=1C=NC2=C(C=CC=C2C1Cl)N1C(C=2C(C1=O)=CC=CC2)=O (3-butyryl-4-chloro-8-phthalimidoquinoline). The yield is 57.0%. As a reaction SMILES: [C:1]([C:6]1[C:15](=O)[C:14]2[C:9](=[C:10]([N:17]3[C:21](=[O:22])[C:20]4=[CH:23][CH:24]=[CH:25][CH:26]=[C:19]4[C:18]3=[O:27])[CH:11]=[CH:12][CH:13]=2)[NH:8][CH:7]=1)(=[O:5])[CH2:2][CH2:3][CH3:4].P(Cl)(Cl)(O[Cl:31])=O>>[C:1]([C:6]1[CH:7]=[N:8][C:9]2[C:14]([C:15]=1[Cl:31])=[CH:13][CH:12]=[CH:11][C:10]=2[N:17]1[C:21](=[O:22])[C:20]2=[CH:23][CH:24]=[CH:25][CH:26]=[C:19]2[C:18]1=[O:27])(=[O:5])[CH2:2][CH2:3][CH3:4]. Procedure: 3-Butyryl-8-phthalimido-4(1H)quinolone (36 g, 0.1 mol) was heated under reflux in phosphoryl oxychloride (200 ml) for 1 hour. The solvent was evaporated and the residue dissolved in chloroform and poured into a rapidly stirred mixture of ice, water and ammonia then stirred for 10 minutes. The chloroform layer was washed with brine, dried (anhyd. MgSO4), filtered and evaporated to a brown oil. Chromatography (silica gel/5% methanol in chloroform) gave 3-butyryl-4-chloro-8-phthalimidoquinoline as ... Starting materials: Cc1ccoc1C(=O)Cl, CC1CN(CCCc2ccccc2)C(C)CN1, c1ccccc1. The product is Cl, Cc1ccoc1C(=O)N1CC(C)N(CCCc2ccccc2)CC1C. As a reaction SMILES: [CH3:18][c:19]1[c:20]([C:24](=[O:25])[Cl:26])[o:21][cH:22][cH:23]1.[c:1]1([CH2:7][CH2:8][CH2:9][N:10]2[CH:11]([CH3:17])[CH2:12][NH:13][CH:14]([CH3:16])[CH2:15]2)[cH:2][cH:3][cH:4][cH:5][cH:6]1.[cH:27]1[cH:28][cH:29][cH:30][cH:31][cH:32]1>>[ClH:26].[c:1]1([CH2:7][CH2:8][CH2:9][N:10]2[CH:11]([CH3:17])[CH2:12][N:13]([C:24]([c:20]3[c:19]([CH3:18])[cH:23][cH:22][o:21]3)=[O:25])[CH:14]([CH3:16])[CH2:15]2)[cH:2][cH:3][cH:4][cH:5][cH:6]1. Conditions: temperature 22 celsius, time 8 hour. The product is ClC=1C2=C(N=C(N1)SCC1=CC=CC3=CC=CC=C13)NCC2 (4-chloro-2-(naphthylmethyl)thio-5,6-dihydro-7H-pyrrolo[2,3-d]pyrimidine). The reactants are NC1=NC(=NC(=C1CCO[Si](C(C)(C)C)(C)C)O)SCC1=CC2=CC=CC=C2C=C1 (2-(4-amino-6-hydroxy-2-(2-naphthylmethyl)thio-5-pyrimidinyl)-1-(dimethyl-tert-butylsilyloxy)ethane), N1=C(C=CC=C1)C (2-picoline), P(=O)(Cl)(Cl)Cl (phosphorus oxychloride). Procedure: 2-(4-amino-6-hydroxy-2-(2-naphthylmethyl)thio-5-pyrimidinyl)-1-(dimethyl-tert-butylsilyloxy)ethane (Cpd #280; 104 mg, 0.23 mmol) is treated with 2-picoline (28 μL, 0.28 mmol) and phosphorus oxychloride (0.22 ml, 2.3 mmol). The solution is heated to reflux for 2 hours, stirred overnight at 22° C. then heated again to reflux for an additional hour. The solution was cooled and ice is added. The resultant solid was filtered, washed with cold 50% ethanol, and dried under vacuum. The recovered solids,... As a reaction SMILES: [NH2:1][C:2]1[C:7]([CH2:8][CH2:9]O[Si](C)(C)C(C)(C)C)=[C:6](O)[N:5]=[C:4]([S:19][CH2:20][C:21]2[CH:30]=[CH:29][C:28]3[C:23](=[CH:24][CH:25]=[CH:26][CH:27]=3)[CH:22]=2)[N:3]=1.N1C=CC=CC=1C.P(Cl)(Cl)([Cl:40])=O>>[Cl:40][C:6]1[C:7]2[CH2:8][CH2:9][NH:1][C:2]=2[N:3]=[C:4]([S:19][CH2:20][C:21]2[C:22]3[C:23](=[CH:24][CH:25]=[CH:26][CH:27]=3)[CH:28]=[CH:29][CH:30]=2)[N:5]=1. The reactants are O=C([O-])[O-], CNCCO, CC#N, O=C1CCc2cc([N+](=O)[O-])ccc2N1CCCCl, [I-], [K+], [K+], [K+], O. Yields the product CN(CCO)CCCN1C(=O)CCc2cc([N+](=O)[O-])ccc21. As a reaction SMILES: [C:19](=[O:20])([O-:21])[O-:22].[CH3:25][NH:26][CH2:27][CH2:28][OH:29].[CH3:32][C:33]#[N:34].[Cl:1][CH2:2][CH2:3][CH2:4][N:5]1[C:6](=[O:18])[CH2:7][CH2:8][c:9]2[cH:10][c:11]([N+:15](=[O:16])[O-:17])[cH:12][cH:13][c:14]21.[I-:31].[K+:23].[K+:24].[K+:30].[OH2:35]>>[CH2:2]([CH2:3][CH2:4][N:5]1[C:6](=[O:18])[CH2:7][CH2:8][c:9]2[cH:10][c:11]([N+:15](=[O:16])[O-:17])[cH:12][cH:13][c:14]21)[N:26]([CH3:25])[CH2:27][CH2:28][OH:29]. Reactants: C(C)(=O)OCC (ethyl acetate), C(C)(=O)OCCC1NCCC2=C1NC1=CC=CC=C21.FC(C(=O)[O-])(F)F ((2-acetoxy)ethyl-2,3,4,9-tetrahydro-1H-pyrido[3,4-b]indole•trifluoroacetate), N1C(C2C=3C(=CC=CC13)CCC2)=O (2a,3,4,5-tetrahydro-1H-benz[cd]indol-2-one), CN(C=O)C (dimethylformamide), C([O-])([O-])=O.[K+].[K+] (potassium carbonate). Reaction conditions: time 2 day. The product is OCCN1C2=C(C3=CC=CC=C13)CCN(C2)CCCC[C@]21C(NC=3C=CC=C(C23)CCC1)=O ((S)-2a-(4-(9-(2-hydroxy)ethyl-2,3,4,9-tetrahydro-1H-pyrido[3,4-b]indol-2-yl)butyl)-2a,3,4,5-tetrahydro-1H-benz[cd]indol-2-one). Yield: 76.0%. RXN SMILES: C(OCC[CH:7]1[C:12]2[NH:13][C:14]3[C:19]([C:11]=2[CH2:10][CH2:9][NH:8]1)=[CH:18][CH:17]=[CH:16][CH:15]=3)(=O)C.F[C:21](F)(F)[C:22]([O-:24])=O.N1[C:35]2[CH:34]=[CH:33][CH:32]=[C:31]3[CH2:36][CH2:37][CH2:38][CH:29]([C:30]=23)[C:28]1=O.C(=O)([O-])[O-].[K+].[K+].[C:46](OCC)(=O)[CH3:47].[CH3:52][N:53](C)[CH:54]=[O:55]>>[OH:24][CH2:22][CH2:21][N:13]1[C:14]2[C:19](=[CH:18][CH:17]=[CH:16][CH:15]=2)[C:11]2[CH2:10][CH2:9][N:8]([CH2:35][CH2:34][CH2:33][CH2:32][C@@:31]34[CH2:36][CH2:37][CH2:38][C:29]5[C:30]3=[C:52]([CH:46]=[CH:47][CH:28]=5)[NH:53][C:54]4=[O:55])[CH2:7][C:12]1=2 |f:0.1,3.4.5|. Procedure details: (2-acetoxy)ethyl-2,3,4,9-tetrahydro-1H-pyrido[3,4-b]indole•trifluoroacetate (230 mg, 0.73 mmol) and (S)-4-bromobutyl)-2a,3,4,5-tetrahydro-1H-benz[cd]indol-2-one (185 mg, 0.6 mmol) were dissolved in dimethylformamide (5 ml). Then anhydrous potassium carbonate (280 mg, 2 mmol) was added thereto. The resulting reaction mixture was stirred at room temperature for 2 days. To the reaction mixture obtained was added ethyl acetate (50 ml), which was then washed with water (50 ml×2) and saturated saline ...